From a dataset of the Open Reaction Database (ORD), a public repository of structured organic reaction records. describe an organic reaction: reactants, conditions, products, and yield Starting materials: [Li]CCCC, O=C1CCC(NC(=O)OCc2ccccc2)CC1, COC[P+](c1ccccc1)(c1ccccc1)c1ccccc1, CCCCCC, [Cl-], [Cl-], [NH4+], C1CCOC1. The product is COC=C1CCC(NC(=O)OCc2ccccc2)CC1. RXN SMILES: [CH2:24]([Li:25])[CH2:26][CH2:27][CH3:28].[CH2:29]([c:30]1[cH:31][cH:32][cH:33][cH:34][cH:35]1)[O:36][C:37](=[O:38])[NH:39][CH:40]1[CH2:41][CH2:42][C:43](=[O:46])[CH2:44][CH2:45]1.[CH3:2][O:3][CH2:4][P+:5]([c:6]1[cH:7][cH:8][cH:9][cH:10][cH:11]1)([c:12]1[cH:13][cH:14][cH:15][cH:16][cH:17]1)[c:18]1[cH:19][cH:20][cH:21][cH:22][cH:23]1.[CH3:49][CH2:50][CH2:51][CH2:52][CH2:53][CH3:54].[Cl-:1].[Cl-:47].[NH4+:48].[O:55]1[CH2:56][CH2:57][CH2:58][CH2:59]1>>[CH3:2][O:3][CH:4]=[C:43]1[CH2:42][CH2:41][CH:40]([NH:39][C:37]([O:36][CH2:29][c:30]2[cH:31][cH:32][cH:33][cH:34][cH:35]2)=[O:38])[CH2:45][CH2:44]1. The reactants are C(#N)C1=CC=C(C=C1)SCCC(=O)O (3-(4-cyanophenyl thio)propionic acid), ClC(C#N)(Cl)Cl (trichloroacetonitrile), [Al](Br)(Br)Br (AlBr3). Conditions: temperature 60 celsius. The product is ClC(C1=NC(=NC(=N1)C(Cl)(Cl)Cl)C1=CC=C(C=C1)SCCC(=O)O)(Cl)Cl (3-{4-[2,4-bis(trichloromethyl)-s-triazine-6-yl]phenyl thio}propionic Acid). Reaction SMILES: [C:1]([C:3]1[CH:8]=[CH:7][C:6]([S:9][CH2:10][CH2:11][C:12]([OH:14])=[O:13])=[CH:5][CH:4]=1)#[N:2].[Cl:15][C:16]([Cl:20])([Cl:19])[C:17]#[N:18].[Al](Br)(Br)Br>>[Cl:15][C:16]([Cl:20])([Cl:19])[C:17]1[N:18]=[C:17]([C:16]([Cl:20])([Cl:19])[Cl:15])[N:18]=[C:1]([C:3]2[CH:4]=[CH:5][C:6]([S:9][CH2:10][CH2:11][C:12]([OH:14])=[O:13])=[CH:7][CH:8]=2)[N:2]=1. Procedure details: The reaction mixture of 22 g of 3-(4-cyanophenyl thio)propionic acid, 150 g of trichloroacetonitrile, and 2 g of AlBr3 was heated to 60° C. in order to dissolve the initially undissolved starting materials, and was bubbled by dry HCl at room temperature. The reactants are ON=C(C=1SC=CC1)C1=CN=CN1C (N-hydroxy-1-(1-methyl-1H-imidazol-5-yl)-1-(2-thienyl)methanimine), Cl.ClCC=1N=C(SC1)N (4-(chloromethyl)-1,3-thiazol-2-amine hydrochloride), C([O-])([O-])=O.[Cs+].[Cs+] (cesium carbonate), [I-].[K+] (potassium iodide), [I-].[K+] (potassium iodide). Run in C(C)#N (acetonitrile). Conditions: time 51 hour. Product: CN1C=NC=C1C(C=1SC=CC1)=NOCC=1N=C(SC1)N (4-[({[(1-methyl-1H-imidazol-5-yl)(2-thienyl)methylene]amino}oxy)methyl]-1,3-thiazol-2-amine). Isolated yield 24.5%. Reaction SMILES: [OH:1][N:2]=[C:3]([C:9]1[N:13]([CH3:14])[CH:12]=[N:11][CH:10]=1)[C:4]1[S:5][CH:6]=[CH:7][CH:8]=1.Cl.Cl[CH2:17][C:18]1[N:19]=[C:20]([NH2:23])[S:21][CH:22]=1.C(=O)([O-])[O-].[Cs+].[Cs+].[I-].[K+]>C(#N)C>[CH3:14][N:13]1[C:9]([C:3](=[N:2][O:1][CH2:17][C:18]2[N:19]=[C:20]([NH2:23])[S:21][CH:22]=2)[C:4]2[S:5][CH:6]=[CH:7][CH:8]=2)=[CH:10][N:11]=[CH:12]1 |f:1.2,3.4.5,6.7|. Procedure details: To a solution of N-hydroxy-1-(1-methyl-1H-imidazol-5-yl)-1-(2-thienyl)methanimine (4.08 g, 19.7 mmol) and 4-(chloromethyl)-1,3-thiazol-2-amine hydrochloride (4.01 g, 21.7 mmol) in acetonitrile (50 mL) were added cesium carbonate (13.5 g, 41.4 mmol) and potassium iodide (327 mg, 1.97 mmol). After stirring at room temperature for 51 h, potassium iodide (5.90 g, 35.5 mmol) was added and the mixture was stirred for 72 h at room temperature then at 70° C. for 3.5 h. The reaction mixture was filtered,... The reactants are CCCN, C(=NC1CCCCC1)=NC1CCCCC1, Cl, O=C(O)C1CC1(C(=O)O)c1ccc([N+](=O)[O-])cc1, NC(N)=O, [Na+], C1CCOC1, [OH-]. Yields the product Nc1ccc(C2(C(=O)O)CC2C(=O)O)cc1. As a reaction SMILES: [CH3:34][CH2:35][CH2:36][NH2:37].[CH:1]1([N:2]=[C:3]=[N:4][CH:5]2[CH2:6][CH2:7][CH2:8][CH2:9][CH2:10]2)[CH2:11][CH2:12][CH2:13][CH2:14][CH2:15]1.[ClH:44].[N+:16]([O-:17])(=[O:18])[c:19]1[cH:20][cH:21][c:22]([C:25]2([C:31](=[O:32])[OH:33])[CH:26]([C:28](=[O:29])[OH:30])[CH2:27]2)[cH:23][cH:24]1.[NH2:40][C:41](=[O:42])[NH2:43].[Na+:39].[O:45]1[CH2:46][CH2:47][CH2:48][CH2:49]1.[OH-:38]>>[NH2:16][c:19]1[cH:20][cH:21][c:22]([C:25]2([C:31](=[O:32])[OH:33])[CH:26]([C:28](=[O:29])[OH:30])[CH2:27]2)[cH:23][cH:24]1. Starting materials: CN1CCN(c2ccc([N+](=O)[O-])c(Br)c2)CC1, OB(O)C1=CCCCC1, c1ccc(P(c2ccccc2)(c2ccccc2)[Pd](P(c2ccccc2)(c2ccccc2)c2ccccc2)(P(c2ccccc2)(c2ccccc2)c2ccccc2)P(c2ccccc2)(c2ccccc2)c2ccccc2)cc1. The product is CN1CCN(c2ccc([N+](=O)[O-])c(C3=CCCCC3)c2)CC1. As a reaction SMILES: [Br:1][c:2]1[cH:3][c:4]([N:11]2[CH2:12][CH2:13][N:14]([CH3:17])[CH2:15][CH2:16]2)[cH:5][cH:6][c:7]1[N+:8](=[O:9])[O-:10].[C:18]1([B:24]([OH:25])[OH:26])=[CH:19][CH2:20][CH2:21][CH2:22][CH2:23]1.[cH:27]1[cH:28][cH:29][c:30]([P:31]([Pd:32]([P:33]([c:34]2[cH:35][cH:36][cH:37][cH:38][cH:39]2)([c:40]2[cH:41][cH:42][cH:43][cH:44][cH:45]2)[c:46]2[cH:47][cH:48][cH:49][cH:50][cH:51]2)([P:52]([c:53]2[cH:54][cH:55][cH:56][cH:57][cH:58]2)([c:59]2[cH:60][cH:61][cH:62][cH:63][cH:64]2)[c:65]2[cH:66][cH:67][cH:68][cH:69][cH:70]2)[P:71]([c:72]2[cH:73][cH:74][cH:75][cH:76][cH:77]2)([c:78]2[cH:79][cH:80][cH:81][cH:82][cH:83]2)[c:84]2[cH:85][cH:86][cH:87][cH:88][cH:89]2)([c:90]2[cH:91][cH:92][cH:93][cH:94][cH:95]2)[c:96]2[cH:97][cH:98][cH:99][cH:100][cH:101]2)[cH:102][cH:103]1>>[c:2]1([C:18]2=[CH:19][CH2:20][CH2:21][CH2:22][CH2:23]2)[cH:3][c:4]([N:11]2[CH2:12][CH2:13][N:14]([CH3:17])[CH2:15][CH2:16]2)[cH:5][cH:6][c:7]1[N+:8](=[O:9])[O-:10].